Dataset: the Open Reaction Database (ORD), a public repository of structured organic reaction records. Task: describe an organic reaction: reactants, conditions, products, and yield Starting materials: C(C1=CC=CC=C1)OC[C@H]1OC1 ((S)-2-(Benzyloxymethyl)oxirane), O.NN (hydrazine mono-hydrate), C[O-].[Na+] (sodium methoxide), C(OCC)(OCC)=O (diethyl carbonate). Run at temperature 90 celsius, time 18 hour. The product is NN1C(O[C@@H](C1)COCC1=CC=CC=C1)=O ((S)-3-amino-5-(benzyloxymethyl)oxazolidin-2-one). Yield: 61.0%. RXN SMILES: [CH2:1]([O:8][CH2:9][C@@H:10]1[CH2:12][O:11]1)[C:2]1[CH:7]=[CH:6][CH:5]=[CH:4][CH:3]=1.O.[NH2:14][NH2:15].C[O-].[Na+].[C:19](=[O:26])(OCC)OCC>>[NH2:14][N:15]1[CH2:12][C@@H:10]([CH2:9][O:8][CH2:1][C:2]2[CH:3]=[CH:4][CH:5]=[CH:6][CH:7]=2)[O:11][C:19]1=[O:26] |f:1.2,3.4|. Reported procedure: (S)-2-(Benzyloxymethyl)oxirane (2.5 g, 15.23 mmol) was added dropwise to hydrazine mono-hydrate (5.44 g, 107 mmol), previously heated at 90° C. The mixture was refluxed for 30 min, under stirring. The excess of hydrazine hydrate was evaporated under vacuum (8 mbar), at 60° C., for 6 h and then at room temperature, under vigorous magnetic stirring, for 18 h. The obtained sticky colourless oil was dissolved in dry methanol (5 mL) and a solution of sodium methoxide (0.5M in MeOH, 4.57 mL, 2.28 mmol... The reactants are Cl.NC(CC(=O)OCC)C1=CC(=CC=C1)[N+](=O)[O-] (Ethyl 3-amino-3-(3-nitrophenyl)-propionate hydrochloride), C(C1=CC=CC=C1)(=O)Cl (benzoyl chloride). The product is C(C1=CC=CC=C1)(=O)NC(CC(=O)OCC)C1=CC(=CC=C1)[N+](=O)[O-] (Ethyl 3-benzoylamino-3-(3-nitrophenyl)-propionate). Reaction SMILES: Cl.[NH2:2][CH:3]([C:10]1[CH:15]=[CH:14][CH:13]=[C:12]([N+:16]([O-:18])=[O:17])[CH:11]=1)[CH2:4][C:5]([O:7][CH2:8][CH3:9])=[O:6].[C:19](Cl)(=[O:26])[C:20]1[CH:25]=[CH:24][CH:23]=[CH:22][CH:21]=1>>[C:19]([NH:2][CH:3]([C:10]1[CH:15]=[CH:14][CH:13]=[C:12]([N+:16]([O-:18])=[O:17])[CH:11]=1)[CH2:4][C:5]([O:7][CH2:8][CH3:9])=[O:6])(=[O:26])[C:20]1[CH:25]=[CH:24][CH:23]=[CH:22][CH:21]=1 |f:0.1|. Procedure: Corresponding to Example 3a, 5.0 g of (1b) were acetylated by addition of benzoyl chloride. A white solid was obtained (yield: 3.3 g). Reactants: ice, Cl (HCl), [H-].[H-].[H-].[H-].[Li+].[Al+3] (LiAlH4), C1CCOC1 (THF), CC1=CC=C(C(C(=O)O)=C1)O (5-methylsalicylic acid), C1CCOC1 (THF). Run in O (water). Conditions: time 0.75 hour. Product: OCC1=C(C=CC(=C1)C)O (2-hydroxymethyl-4-methylphenol). The yield is 68.0%. Reaction SMILES: [H-].[H-].[H-].[H-].[Li+].[Al+3].C1COCC1.[CH3:12][C:13]1[CH:21]=[C:17]([C:18](O)=[O:19])[C:16]([OH:22])=[CH:15][CH:14]=1.Cl>O>[OH:19][CH2:18][C:17]1[CH:21]=[C:13]([CH3:12])[CH:14]=[CH:15][C:16]=1[OH:22] |f:0.1.2.3.4.5|. Procedure: To a suspension of LiAlH4 (2.5 g, 66 mmol) LiAlH4 in freshly distilled THF (8 ml) at 0° C. under argon, was added dropwise with stirring a solution of 5-methylsalicylic acid (5 g, 33 mmol) in freshly distilled THF (80 ml). Addition was complete in 0.75 hours and the reaction stirred at ambient temperature overnight. Careful addition of water (5 ml) was followed by the addition of ice (10 ml) and concentrated HCl (1 ml). The solvent was decanted and the residue treated with ethyl ether and ice wa...